This data is from the Open Reaction Database (ORD), a public repository of structured organic reaction records. The task is: describe an organic reaction: reactants, conditions, products, and yield Starting materials: CSC1=NSC(=N1)C1=CC(=CC=C1)Cl (3-methylthio-5-(3-chlorophenyl)-1,2,4-thiadiazole), ClC=1C=C(C(=O)OO)C=CC1 (3-chloroperoxybenzoic acid), S(=O)([O-])[O-].[Na+].[Na+] (sodium sulfite). Run in C(Cl)(Cl)Cl (chloroform). Run at time 30 minute. The product is CS(=O)(=O)C1=NSC(=N1)C1=CC(=CC=C1)Cl (3-methylsulfonyl-5-(3-chlorophenyl)-1,2,4-thiadiazole). RXN SMILES: CS[C:3]1[N:7]=[C:6]([C:8]2[CH:13]=[CH:12][CH:11]=[C:10]([Cl:14])[CH:9]=2)[S:5][N:4]=1.Cl[C:16]1C=C(C=CC=1)C(OO)=O.[S:26]([O-:29])([O-])=[O:27].[Na+].[Na+]>C(Cl)(Cl)Cl>[CH3:16][S:26]([C:3]1[N:7]=[C:6]([C:8]2[CH:13]=[CH:12][CH:11]=[C:10]([Cl:14])[CH:9]=2)[S:5][N:4]=1)(=[O:29])=[O:27] |f:2.3.4|. Procedure: In 12 ml of chloroform, 1.5 g of 3-methylthio-5-(3-chlorophenyl)-1,2,4-thiadiazole was dissolved, to the resulting solution was slowly added 5.85 g of 3-chloroperoxybenzoic acid (65%<) with ice-cooling, and the mixture was stirred for 30 minutes with ice-cooling, and at room temperature for 2 hours. The reaction mixture was poured into an aqueous sodium sulfite solution, and the layers were separated. The organic layer was washed with an aqueous sodium bicarbonate solution, dried over anhydrous ...